Task: describe an organic reaction: reactants, conditions, products, and yield. Dataset: the Open Reaction Database (ORD), a public repository of structured organic reaction records The reactants are OC1C=C(C(C1)=O)CCCCCC(C(=S)O)C1=CC=CC=C1 (7-(4-hydroxycyclopent-2-en-1-on-2-yl)-2-phenylthioheptanoic acid), C([O-])([O-])=O.[K+].[K+] (potassium carbonate), IC (iodomethane). The solvent is CC(=O)C (acetone). Yields the product OC1C=C(C(C1)=O)CCCCCC(C(=S)OC)C1=CC=CC=C1 (Methyl 7-(4-hydroxycyclopent- 2-en-1-on-2-yl)-2-phenylthioheptanoate). RXN SMILES: [OH:1][CH:2]1[CH2:6][C:5](=[O:7])[C:4]([CH2:8][CH2:9][CH2:10][CH2:11][CH2:12][CH:13]([C:17]2[CH:22]=[CH:21][CH:20]=[CH:19][CH:18]=2)[C:14]([OH:16])=[S:15])=[CH:3]1.[C:23](=O)([O-])[O-].[K+].[K+].IC>CC(C)=O>[OH:1][CH:2]1[CH2:6][C:5](=[O:7])[C:4]([CH2:8][CH2:9][CH2:10][CH2:11][CH2:12][CH:13]([C:17]2[CH:18]=[CH:19][CH:20]=[CH:21][CH:22]=2)[C:14]([O:16][CH3:23])=[S:15])=[CH:3]1 |f:1.2.3|. Reported procedure: A stirred mixture of 4.38 g. of 7-(4-hydroxycyclopent-2-en-1-on-2-yl)-2-phenylthioheptanoic acid, 1.99 g. of potassium carbonate, 1.63 ml. of iodomethane and 26 ml. of acetone is refluxed for 3.5 hours. The acetone is evaporated and the residue is partitioned between water and ether. The ether layer is washed with brine, dried and concentrated, giving the product as an oily liquid, identified by PMRδ 3.67 (3, s). The reactants are [OH-].[Na+] (NaOH), C1(CC1)NC(=O)C1CN(CCO1)C(=O)OCC1C2=CC=CC=C2C=2C=CC=CC12 (9H-fluoren-9-ylmethyl 2-[(cyclopropylamino)carbonyl]morpholine-4-carboxylate). Run in CO (MeOH). Reaction conditions: time 3 hour. Yields the product C1(CC1)NC(=O)C1CNCCO1 (N-cyclopropylmorpholine-2-carboxamide). RXN SMILES: [OH-].[Na+].[CH:3]1([NH:6][C:7]([CH:9]2[O:14][CH2:13][CH2:12][N:11](C(OCC3C4C=CC=CC=4C4C3=CC=CC=4)=O)[CH2:10]2)=[O:8])[CH2:5][CH2:4]1>CO>[CH:3]1([NH:6][C:7]([CH:9]2[O:14][CH2:13][CH2:12][NH:11][CH2:10]2)=[O:8])[CH2:5][CH2:4]1 |f:0.1|. Procedure details: NaOH (1 mL, 2 M, 2.0 mmol) was slowly added to a solution of 9H-fluoren-9-ylmethyl 2-[(cyclopropylamino)carbonyl]morpholine-4-carboxylate (1.0 g, 2.6 mmol) in MeOH (70 mL) at ambient temperature. The reaction mixture was stirred for 3 h and the solvent was concentrated. The product was recovered in water (50 mL) and the mixture was neutralized to pH 7 using HCl solution. The product was extracted with EtOAc and dried over anhydrous Na2SO4. The solvent was concentrated to provide the title compou... Reactants: C1=C(C=CC2=CC=CC=C12)C(=O)Cl (2-naphthoyl chloride), C(C)(C)(C)N (tert-butylamine). Solvent: C(C)(=O)OCC (ethyl acetate). The product is C(C)(C)(C)NC(=O)C1=CC2=CC=CC=C2C=C1 (N-tert-Butyl Naphthalene-2-carboxamide). RXN SMILES: [CH:1]1[C:10]2[C:5](=[CH:6][CH:7]=[CH:8][CH:9]=2)[CH:4]=[CH:3][C:2]=1[C:11](Cl)=[O:12].[C:14]([NH2:18])([CH3:17])([CH3:16])[CH3:15]>C(OCC)(=O)C>[C:14]([NH:18][C:11]([C:2]1[CH:3]=[CH:4][C:5]2[C:10](=[CH:9][CH:8]=[CH:7][CH:6]=2)[CH:1]=1)=[O:12])([CH3:17])([CH3:16])[CH3:15]. Procedure details: Following the procedure of Example 1 above and using 2-naphthoyl chloride and tert-butylamine (and ethyl acetate in place of benzene), the title compound was prepared as a white solid, m.p. 154.8-159.2° C. The product is CCOC(=O)C(C(=O)c1ccc(OC)cc1)C(C[N+](=O)[O-])c1ccc2c(c1)OCO2. RXN SMILES: [CH2:1]1[O:2][c:3]2[cH:4][c:5]([CH:10]=[CH:11][N+:12](=[O:13])[O-:14])[cH:6][cH:7][c:8]2[O:9]1.[CH3:15][O:16][c:17]1[cH:18][cH:19][c:20]([C:23]([CH2:24][C:25](=[O:26])[O:27][CH2:28][CH3:29])=[O:30])[cH:21][cH:22]1.[CH3:42][CH2:43][O:44][C:45](=[O:46])[CH3:47].[N:31]12[CH2:32][CH2:33][CH2:34][N:35]=[C:36]1[CH2:37][CH2:38][CH2:39][CH2:40][CH2:41]2>>[CH2:1]1[O:2][c:3]2[cH:4][c:5]([CH:10]([CH2:11][N+:12](=[O:13])[O-:14])[CH:24]([C:23]([c:20]3[cH:19][cH:18][c:17]([O:16][CH3:15])[cH:22][cH:21]3)=[O:30])[C:25](=[O:26])[O:27][CH2:28][CH3:29])[cH:6][cH:7][c:8]2[O:9]1. The reactants are O=[N+]([O-])C=Cc1ccc2c(c1)OCO2, CCOC(=O)CC(=O)c1ccc(OC)cc1, CCOC(C)=O, C1CCC2=NCCCN2CC1. The yield is 18.6%. Conditions: temperature 80 celsius. RXN SMILES: [CH2:1]=[C:2]1[CH2:7][CH2:6][CH2:5][CH2:4][CH2:3]1.[CH:8]1[C:13]([OH:14])=[CH:12][CH:11]=[C:10]([Br:15])[CH:9]=1>>[Br:15][C:10]1[CH:11]=[CH:12][C:13]([OH:14])=[C:8]([C:2]2([CH3:1])[CH2:7][CH2:6][CH2:5][CH2:4][CH2:3]2)[CH:9]=1. Starting materials: C=C1CCCCC1 (methylene cyclohexane), C1=CC(=CC=C1O)Br (p-bromophenol). Product: BrC1=CC(=C(C=C1)O)C1(CCCCC1)C (4-bromo-2-(1-methylcyclohexyl) phenol). Reported procedure: A mixture of methylene cyclohexane (0.96 g, 10 mmoles), p-bromophenol (1.73 g, 10 mmoles) and acid resin (Dowex 50×12--150 mg) is heated at 80° C. for 16 hours. The residue is purified by silica gel chromatography (eluant: 50/50 mixture of CH2Cl2 /hexane). On evaporation of the solvents 0.50 g (19% yield) of 4-bromo-2-(1-methylcyclohexyl) phenol in the form of a yellowish oil is obtained.